Dataset: the Open Reaction Database (ORD), a public repository of structured organic reaction records. Task: describe an organic reaction: reactants, conditions, products, and yield Product: C(C)C1C(C2=CC(=CC=C2C1)OC)=NO (2-ethyl-6-methoxy-2,3-dihydro-1H-inden-1-one oxime). Procedure: Following the procedure for the preparation of (4E)-2,3-dihydro-4H-chromen-4-one oxime but substituting 2-ethyl-6-methoxyindan-1-one and making non-critical variations provided the title compound as a oil: HRMS (FAB) calcd for C12H15NO2+H 206.1181, found 206.1175. Anal. Calcd for C12H15NO2: C, 70.22; H, 7.37; N, 6.82. Found: C, 69.90; H, 7.48; N, 6.64. The reactants are O1CC\C(\C2=CC=CC=C12)=N/O ((4E)-2,3-dihydro-4H-chromen-4-one oxime), C(C)C1C(C2=CC(=CC=C2C1)OC)=O (2-ethyl-6-methoxyindan-1-one). As a reaction SMILES: O1C2C(=CC=CC=2)/C(=[N:11]/[OH:12])/CC1.[CH2:13]([CH:15]1[CH2:23][C:22]2[C:17](=[CH:18][C:19]([O:24][CH3:25])=[CH:20][CH:21]=2)[C:16]1=O)[CH3:14]>>[CH2:13]([CH:15]1[CH2:23][C:22]2[C:17](=[CH:18][C:19]([O:24][CH3:25])=[CH:20][CH:21]=2)[C:16]1=[N:11][OH:12])[CH3:14].